Dataset: the Open Reaction Database (ORD), a public repository of structured organic reaction records. Task: describe an organic reaction: reactants, conditions, products, and yield Reactants: C(C)(=O)O (acetic acid), N#N (N2), ClC(C1=CC=C(C=C1)S(F)(F)(F)(F)F)(Cl)Cl (4-trichloromethyl(pentafluorosulfanylbenzene)), FeCl3, C1(=CC=CC=C1)P(C1=CC=CC=C1)C1=CC=CC=C1 (triphenylphosphine). Run at temperature 70 celsius, time 17 hour. The product is FS(C1=CC=C(C(=O)Cl)C=C1)(F)(F)(F)F (4-pentafluorosulfanylbenzoic chloride), product. Isolated yield 56.0%. As a reaction SMILES: [Cl:1][C:2](Cl)(Cl)[C:3]1[CH:8]=[CH:7][C:6]([S:9]([F:14])([F:13])([F:12])([F:11])[F:10])=[CH:5][CH:4]=1.C(O)(=[O:19])C.N#N.C1(P(C2C=CC=CC=2)C2C=CC=CC=2)C=CC=CC=1>>[F:10][S:9]([F:14])([F:13])([F:12])([F:11])[C:6]1[CH:7]=[CH:8][C:3]([C:2]([Cl:1])=[O:19])=[CH:4][CH:5]=1. Reported procedure: Into a 25 mL flask equipped with a stirrer were placed 10.0 g (31.2 mmol) of the 4-trichloromethyl(pentafluorosulfanylbenzene) prepared in Example 1 and 0.15 g (3 mol %) of FeCl3. To the mixture, 1.87 g (31.2 mmol) of acetic acid was added dropwise at an oil bath temperature of 70° C. in a N2 atmosphere for 3 hours. After the addition was complete, the mixture was heated with stirring at an oil bath temperature of 70° C. for 17 hours. After the mixture was cooled to room temperature, it was mixe...